The task is: describe an organic reaction: reactants, conditions, products, and yield. This data is from the Open Reaction Database (ORD), a public repository of structured organic reaction records. Reactants: COC(=O)c1ccc(N(Cc2ccsc2)C2CCN(C(C)CCNC(=O)c3c(C)ncnc3C)CC2)cc1, [Cl-], [NH4+]. The product is Cc1ncnc(C)c1C(=O)NCCC(C)N1CCC(N(Cc2ccsc2)c2ccc(C(N)=O)cc2)CC1. Reaction SMILES: [CH3:1][O:2][C:3]([c:4]1[cH:5][cH:6][c:7]([N:10]([CH2:11][c:12]2[cH:13][s:14][cH:15][cH:16]2)[CH:17]2[CH2:18][CH2:19][N:20]([CH:23]([CH2:24][CH2:25][NH:26][C:27](=[O:28])[c:29]3[c:30]([CH3:36])[n:31][cH:32][n:33][c:34]3[CH3:35])[CH3:37])[CH2:21][CH2:22]2)[cH:8][cH:9]1)=[O:38].[Cl-:39].[NH4+:40]>>[O:2]=[C:3]([c:4]1[cH:5][cH:6][c:7]([N:10]([CH2:11][c:12]2[cH:13][s:14][cH:15][cH:16]2)[CH:17]2[CH2:18][CH2:19][N:20]([CH:23]([CH2:24][CH2:25][NH:26][C:27](=[O:28])[c:29]3[c:30]([CH3:36])[n:31][cH:32][n:33][c:34]3[CH3:35])[CH3:37])[CH2:21][CH2:22]2)[cH:8][cH:9]1)[NH2:40]. Reactants: [C-]#N.[Na+] (sodium cyanide), NC1=NC=C(C=C1)Br (2-amino-5-bromopyridine), C1(=CC=CC=C1)P(C1=CC=CC=C1)C1=CC=CC=C1 (triphenylphosphine). The reagents and catalysts are [Ni](Br)Br (nickel(II) bromide), [Zn] (zinc). Solvent: C(C)(=O)OCC (ethyl acetate), C(C)#N (acetonitrile). Conditions: temperature 60 celsius, time 16 hour. Yields the product NC1=NC=C(C#N)C=C1 (6-amino-nicotinonitrile). Yield: 41.8%. Reaction SMILES: C1(P(C2C=CC=CC=2)C2C=CC=CC=2)C=CC=CC=1.[C-:20]#[N:21].[Na+].[NH2:23][C:24]1[CH:29]=[CH:28][C:27](Br)=[CH:26][N:25]=1>C(#N)C.C(OCC)(=O)C.[Ni](Br)Br.[Zn]>[NH2:23][C:24]1[CH:29]=[CH:28][C:27]([C:20]#[N:21])=[CH:26][N:25]=1 |f:1.2|. Reported procedure: A solution of nickel(II) bromide (253 mg, 1.16 mmol), triphenylphosphine (1.15 g, 4.39 mmol), and zinc powder (113 mg, 1.73 mmol) in acetonitrile (11 mL) was stirred under argon at 60° C. for 1 h. The reaction turned dark brown in color. After such time, the reaction mixture was treated with sodium cyanide (578 mg, 11.8 mmol) and 2-amino-5-bromopyridine (2.00 g, 11.6 mmol), and the reaction mixture was stirred at 60° C. for 16 h. The reaction mixture was then cooled to 25° C., diluted with ethyl... Solvent: O (Water). The product is Cl.ClC=1C=C(C(=O)NC)C=CC1C1=NN=C(N1C)C(C)(OC1=C(C=C(C=C1F)F)F)C (3-chloro-N-methyl-4-{4-methyl-5-[1-methyl-1-(2,4,6-trifluorophenoxy)ethyl]-4H-1,2,4-triazol-3-yl}benzamide monohydrochloride). Reaction SMILES: [Cl:1][C:2]1[CH:3]=[C:4]([CH:8]=[CH:9][C:10]=1[C:11]1[N:15]([CH3:16])[C:14]([C:17]([CH3:29])([O:19][C:20]2[C:25]([F:26])=[CH:24][C:23]([F:27])=[CH:22][C:21]=2[F:28])[CH3:18])=[N:13][N:12]=1)[C:5]([OH:7])=O.C1C=CC2N(O)N=[N:36][C:34]=2C=1.CN(C=O)C.CN.C1COCC1>O>[ClH:1].[Cl:1][C:2]1[CH:3]=[C:4]([CH:8]=[CH:9][C:10]=1[C:11]1[N:15]([CH3:16])[C:14]([C:17]([CH3:18])([O:19][C:20]2[C:21]([F:28])=[CH:22][C:23]([F:27])=[CH:24][C:25]=2[F:26])[CH3:29])=[N:13][N:12]=1)[C:5]([NH:36][CH3:34])=[O:7] |f:3.4,6.7|. Reactants: ClC=1C=C(C(=O)O)C=CC1C1=NN=C(N1C)C(C)(OC1=C(C=C(C=C1F)F)F)C (3-chloro-4-{4-methyl-5-[1-methyl-1-(2,4,6-trifluorophenoxy)ethyl]-4H-1,2,4-triazol-3-yl}benzoic acid), WSC•monohydrochloride, C=1C=CC2=C(C1)N=NN2O (HOBt), CN(C)C=O (DMF), CN.C1CCOC1 (methylamine THF). Procedure details: 3-chloro-4-{4-methyl-5-[1-methyl-1-(2,4,6-trifluorophenoxy)ethyl]-4H-1,2,4-triazol-3-yl}benzoic acid (204 mg), WSC•monohydrochloride (138 mg), HOBt (98 mg) and DMF (4 ml) were mixed and stirred for 30 minutes. A 2M methylamine-THF solution (0.72 ml) was added thereto, followed by stirring for 30 minutes. Water was added to the reaction solution, followed by extraction with ethyl acetate. The organic layer was washed with water, a 1M aqueous sodium hydroxide solution and then saturated brine in t... Reaction conditions: time 30 minute. Isolated yield 110.7%. Starting materials: OC=1C=C(C=O)C=CC1 (3-hydroxybenzaldehyde), O1CC1C(C)C (1,2-epoxy-3-methylbutane). Conditions: time 2 hour. Product: OC(COC=1C=C(C=O)C=CC1)C(C)C (3-(2-hydroxy-3-methylbutoxy)benzaldehyde). RXN SMILES: [OH:1][C:2]1[CH:3]=[C:4]([CH:7]=[CH:8][CH:9]=1)[CH:5]=[O:6].[O:10]1[CH:12]([CH:13]([CH3:15])[CH3:14])[CH2:11]1>>[OH:10][CH:12]([CH:13]([CH3:15])[CH3:14])[CH2:11][O:1][C:2]1[CH:3]=[C:4]([CH:7]=[CH:8][CH:9]=1)[CH:5]=[O:6]. Procedure details: A mixture of 3-hydroxybenzaldehyde (11) (1 g, 8.2 mmol) and 1,2-epoxy-3-methylbutane (1.3 mL, 12.3 mmol) was microwaved at 140° C. and 120 psi pressure for 2 h (CEM, Discover). Purification by flash chromatography (0 to 15% Acetone-hexanes gradient) gave 3-(2-hydroxy-3-methylbutoxy)benzaldehyde (135) as a yellow oil. Yield (1.1 g, 65%): 1H NMR (400 MHz, CDCl3) δ 9.98 (s, 1H), 7.41-7.50 (m, 3H), 7.19-7.24 (m, 1H), 4.10 (dd, J=9.4, 3.0 Hz, 1H), 3.97 (dd like t, J=8.4 Hz, 1H), 3.75-3.80 (m, 1H), 2.... Starting materials: ClC1=CC=C(C=C1)C=1SC(=C(N1)C)COCC1CNCCC1 (3-[[2-(4-chlorophenyl)-4-methylthiazol-5-yl]methoxymethyl]piperidine), FC1=C(C=O)C=CC=C1 (2-fluorobenzaldehyde). Yields the product ClC1=CC=C(C=C1)C=1SC(=C(N1)C)COCC1CN(CCC1)C1=C(C=O)C=CC=C1 (2-[3-[[2-(4-Chlorophenyl)-4-methylthiazol-5-yl]methoxymethyl]piperidin-1-yl]benzaldehyde). Yield: 32.5%. As a reaction SMILES: [Cl:1][C:2]1[CH:7]=[CH:6][C:5]([C:8]2[S:9][C:10]([CH2:14][O:15][CH2:16][CH:17]3[CH2:22][CH2:21][CH2:20][NH:19][CH2:18]3)=[C:11]([CH3:13])[N:12]=2)=[CH:4][CH:3]=1.F[C:24]1[CH:31]=[CH:30][CH:29]=[CH:28][C:25]=1[CH:26]=[O:27]>>[Cl:1][C:2]1[CH:7]=[CH:6][C:5]([C:8]2[S:9][C:10]([CH2:14][O:15][CH2:16][CH:17]3[CH2:22][CH2:21][CH2:20][N:19]([C:24]4[CH:31]=[CH:30][CH:29]=[CH:28][C:25]=4[CH:26]=[O:27])[CH2:18]3)=[C:11]([CH3:13])[N:12]=2)=[CH:4][CH:3]=1. Reported procedure: Using 3-[[2-(4-chlorophenyl)-4-methylthiazol-5-yl]methoxymethyl]piperidine (106 mg, 0.315 mmol) and 2-fluorobenzaldehyde (0.0329 mL, 0.315 mmol), the same procedure was followed as in Step 1c of Example 1 to give 45.2 mg (32%) of the desired compound as a colorless oil. Procedure details: A solution of 4.5 g of chloroacetyl chloride in 10 ml of toluene was added dropwise to a solution of 7 g of the 1-methyl-3-(2-methoxyphenylaminomethyl)hydantoin and 2.8 g of pyridine in 40 ml of toluene at -10° C. The suspension was stirred on an ice-bath for 1.5 hrs. The resulting precipitate was filtered and thoroughly washed with 5% hydrochloric acid, water, and recrystallized from chloroformether to give 6.0 g of N-(2,4-dioxo-1-methylimidazolidin-3-ylmethyl)-N-(2-methoxyphenyl)acetamide, mp ... Conditions: time 1.5 hour. RXN SMILES: Cl[CH2:2][C:3](Cl)=[O:4].[CH3:6][N:7]1[CH2:13][C:11](=[O:12])[N:10]([CH2:14][NH:15][C:16]2[CH:21]=[CH:20][CH:19]=[CH:18][C:17]=2[O:22][CH3:23])[C:8]1=[O:9].N1C=CC=CC=1>C1(C)C=CC=CC=1>[O:9]=[C:8]1[N:10]([CH2:14][N:15]([C:16]2[CH:21]=[CH:20][CH:19]=[CH:18][C:17]=2[O:22][CH3:23])[C:3](=[O:4])[CH3:2])[C:11](=[O:12])[CH2:13][N:7]1[CH3:6]. The product is O=C1N(CC(N1CN(C(C)=O)C1=C(C=CC=C1)OC)=O)C (N-(2,4-dioxo-1-methylimidazolidin-3-ylmethyl)-N-(2-methoxyphenyl)acetamide). The reactants are ClCC(=O)Cl (chloroacetyl chloride), CN1C(=O)N(C(=O)C1)CNC1=C(C=CC=C1)OC (1-methyl-3-(2-methoxyphenylaminomethyl)hydantoin), N1=CC=CC=C1 (pyridine). The yield is 73.3%. The solvent is C1(=CC=CC=C1)C (toluene), C1(=CC=CC=C1)C (toluene).